From a dataset of the Open Reaction Database (ORD), a public repository of structured organic reaction records. describe an organic reaction: reactants, conditions, products, and yield The reactants are CN1CN=C2C=C(Nc3ccc(I)cc3F)C(F)(C(=O)Oc3c(F)c(F)c(F)c(F)c3F)C=C21, N, CN(C)C=O. Product: CN1CN=C2C=C(Nc3ccc(I)cc3F)C(F)(C(N)=O)C=C21. Reaction SMILES: [F:1][c:2]1[c:3]([O:4][C:9](=[O:10])[C:11]2([F:30])[CH:12]=[C:13]3[C:14](=[N:15][CH2:16][N:17]3[CH3:18])[CH:19]=[C:20]2[NH:21][c:22]2[c:23]([F:29])[cH:24][c:25]([I:28])[cH:26][cH:27]2)[c:5]([F:6])[c:7]([F:8])[c:31]([F:32])[c:33]1[F:34].[NH3:35].[O:36]=[CH:37][N:38]([CH3:39])[CH3:40]>>[C:9](=[O:10])([C:11]1([F:30])[CH:12]=[C:13]2[C:14](=[N:15][CH2:16][N:17]2[CH3:18])[CH:19]=[C:20]1[NH:21][c:22]1[c:23]([F:29])[cH:24][c:25]([I:28])[cH:26][cH:27]1)[NH2:35].